describe an organic reaction: reactants, conditions, products, and yield From a dataset of the Open Reaction Database (ORD), a public repository of structured organic reaction records. RXN SMILES: [H-].[Al+3].[Li+].[H-].[H-].[H-].[CH2:7]([N:9]1[CH2:13][CH:12]([NH:14][C:15](=O)[C:16]2[CH:21]=[CH:20][C:19]([O:22][CH2:23]/[CH:24]=[C:25](/[CH2:27][CH2:28][CH:29]=[C:30]([CH3:32])[CH3:31])\[CH3:26])=[CH:18][CH:17]=2)[CH2:11][N:10]1[CH2:34][CH3:35])[CH3:8].C(C(C(C([O-])=O)O)O)([O-])=O.[K+].[Na+]>>[CH2:34]([N:10]1[CH2:11][CH:12]([NH:14][CH2:15][C:16]2[CH:21]=[CH:20][C:19]([O:22][CH2:23]/[CH:24]=[C:25](/[CH2:27][CH2:28][CH:29]=[C:30]([CH3:32])[CH3:31])\[CH3:26])=[CH:18][CH:17]=2)[CH2:13][N:9]1[CH2:7][CH3:8])[CH3:35] |f:0.1.2.3.4.5,7.8.9|. Solvent: tetrahydrofuran anhydride, tetrahydrofuran anhydride. Yields the product C(C)N1N(CC(C1)NCC1=CC=C(C=C1)OC\C=C(/C)\CCC=C(C)C)CC (N-(1,2-diethyl-4-pyrazolidinyl)-(4-geranyloxyphenylmethyl)amine). Isolated yield 36.1%. Reactants: C(C)N1N(CC(C1)NC(C1=CC=C(C=C1)OC\C=C(/C)\CCC=C(C)C)=O)CC (N-(1,2-diethyl-4-pyrazolidinyl)-4-geranyloxybenzamide), [H-].[Al+3].[Li+].[H-].[H-].[H-] (lithium aluminum hydride), C(=O)([O-])C(O)C(O)C(=O)[O-].[K+].[Na+] (sodium potassium tartrate). Procedure details: To a suspension of lithium aluminum hydride (0.27 g) in tetrahydrofuran anhydride (40 ml) was added a solution of N-(1,2-diethyl-4-pyrazolidinyl)-4-geranyloxybenzamide (0.89 g) in tetrahydrofuran anhydride (10 ml) dropwise while being cooled with ice. After being refluxed with heating for 5 hours, the reaction solution, with aqueous solution of sodium potassium tartrate added thereto, was extracted with dichloromethane. The extract was concentrated under a vacuum and thus obtained residue was pu... Starting materials: C(#N)C1CC=2C1=CC(=CC2)OC (1-Cyano-5-methoxybenzocyclobutene), [OH-].[K+] (KOH). The solvent is C(C)O (ethanol), O (water), CCOCC (ether), O (Water). The product is NCCCOC=1C=C2C(CC2CN2CCCCC2)=CC1 (5-(3-Aminopropoxy)-1-(1-Piperidinylmethyl)Benzocyclobutene). RXN SMILES: [C:1]([CH:3]1[C:6]2=[CH:7][C:8]([O:11][CH3:12])=[CH:9][CH:10]=[C:5]2[CH2:4]1)#[N:2].[OH-].[K+]>C(O)C.O.CCOCC>[NH2:2][CH2:1][CH2:3][CH2:12][O:11][C:8]1[CH:7]=[C:6]2[CH:3]([CH2:1][N:2]3[CH2:7][CH2:6][CH2:5][CH2:10][CH2:9]3)[CH2:4][C:5]2=[CH:10][CH:9]=1 |f:1.2|. Procedure details: 1-Cyano-5-methoxybenzocyclobutene (29 g) is stirred with saturated KOH in ethanol (180 ml) for about 12 hours under nitrogen at RT. Water (60 ml) is added to the reaction mixture which is refluxed for about 3 hours. The mixture is cooled to RT, diluted with water, washed with ether and the aqueous layer acidified forming an oil. The oil is dissolved in ether and the ethereal solution washed, dried over Na2SO4, filtered and evaporated in vacuo affording the desired product as an oil.